From a dataset of the Open Reaction Database (ORD), a public repository of structured organic reaction records. describe an organic reaction: reactants, conditions, products, and yield Reactants: O=C(NC(=O)c1ccccc1)NC1CCN2CCc3ccccc3C2C1, Cl, [Na+], [OH-]. Yields the product NC(=O)NC1CCN2CCc3ccccc3C2C1. Reaction SMILES: [CH2:2]1[CH:3]([NH:16][C:17](=[O:18])[NH:19][C:20](=[O:21])[c:22]2[cH:23][cH:24][cH:25][cH:26][cH:27]2)[CH2:4][CH2:5][N:6]2[CH2:7][CH2:8][c:9]3[c:10]([cH:12][cH:13][cH:14][cH:15]3)[CH:11]12.[ClH:1].[Na+:29].[OH-:28]>>[CH2:2]1[CH:3]([NH:16][C:17](=[O:18])[NH2:19])[CH2:4][CH2:5][N:6]2[CH2:7][CH2:8][c:9]3[c:10]([cH:12][cH:13][cH:14][cH:15]3)[CH:11]12. Product: C(C)(C)N(CC[C@@H](C1=CC=CC=C1)C1=C(C=CC(=C1)C=C)OCC1=CC=CC=C1)C(C)C ((S)-N,N-Diisopropyl-3-(2-benzyloxy-5-ethenylphenyl)-3-phenylpropanamine). RXN SMILES: [CH:1]([N:4]([CH:29]([CH3:31])[CH3:30])[CH2:5][CH2:6][C@H:7]([C:14]1[CH:19]=[C:18](Br)[CH:17]=[CH:16][C:15]=1[O:21][CH2:22][C:23]1[CH:28]=[CH:27][CH:26]=[CH:25][CH:24]=1)[C:8]1[CH:13]=[CH:12][CH:11]=[CH:10][CH:9]=1)([CH3:3])[CH3:2].[C:32]1(C)C=CC=C[C:33]=1P(C1C=CC=CC=1C)C1C=CC=CC=1C.C(N(CCCC)CCCC)CCC.C=C>CC(N(C)C)=O.CC([O-])=O.CC([O-])=O.[Pd+2]>[CH:1]([N:4]([CH:29]([CH3:31])[CH3:30])[CH2:5][CH2:6][C@H:7]([C:14]1[CH:19]=[C:18]([CH:32]=[CH2:33])[CH:17]=[CH:16][C:15]=1[O:21][CH2:22][C:23]1[CH:28]=[CH:27][CH:26]=[CH:25][CH:24]=1)[C:8]1[CH:13]=[CH:12][CH:11]=[CH:10][CH:9]=1)([CH3:3])[CH3:2] |f:5.6.7|. Reagents/catalysts: CC(=O)[O-].CC(=O)[O-].[Pd+2] (Pd(OAc)2). Reported procedure: A mixture of (S)-N,N-diisopropyl-3-(2-benzyloxy-5-bromophenyl)-3-phenylpropanamine (prepared as described in WO 94/11337, Example 1) (8 g, 12.7 mmol), Pd(OAc)2 (28 mg, 0.12 mmol), tri-o-tolyl-phosphine (74 mg, 0.14 mmol) and tributylamine (5.9 mL, 24.5 mmol) in dimethylacetamide (50 mL) was heated to 60° C. under nitrogen atmosphere. Ethene (g) was then added to 8 bars pressure. After stirring overnight the reaction mixture was allowed to cool to room temperature. Nitrogen was flushed through th... The solvent is CC(=O)N(C)C (dimethylacetamide). Run at temperature 60 celsius, time 8 hour. The reactants are C(C)(C)N(CC[C@@H](C1=CC=CC=C1)C1=C(C=CC(=C1)Br)OCC1=CC=CC=C1)C(C)C ((S)-N,N-diisopropyl-3-(2-benzyloxy-5-bromophenyl)-3-phenylpropanamine), C1(=C(C=CC=C1)P(C1=C(C=CC=C1)C)C1=C(C=CC=C1)C)C (tri-o-tolyl-phosphine), C(CCC)N(CCCC)CCCC (tributylamine), C=C (Ethene). Yields the product BrC1=CC2=C(C(N=C2C=C1)=O)C (5-bromo-3-methyl-indol-2-one). The yield is 60.3%. Reagents/catalysts: C=1C=CC(=CC1)[P](C=2C=CC=CC2)(C=3C=CC=CC3)[Pd]([P](C=4C=CC=CC4)(C=5C=CC=CC5)C=6C=CC=CC6)([P](C=7C=CC=CC7)(C=8C=CC=CC8)C=9C=CC=CC9)[P](C=1C=CC=CC1)(C=1C=CC=CC1)C=1C=CC=CC1 (tetrakis(triphenylphosphine)palladium(0)). RXN SMILES: [Br:1][C:2]1[CH:3]=[C:4]2[C:8](=[CH:9][CH:10]=1)[NH:7][C:6](=[O:11])[CH:5]2[CH3:12].[N+](C1C=C(B(O)O)C=CC=1)([O-])=O.C(=O)([O-])[O-].[K+].[K+].[Cl-].[NH4+]>C(COC)OC.O.C1C=CC([P]([Pd]([P](C2C=CC=CC=2)(C2C=CC=CC=2)C2C=CC=CC=2)([P](C2C=CC=CC=2)(C2C=CC=CC=2)C2C=CC=CC=2)[P](C2C=CC=CC=2)(C2C=CC=CC=2)C2C=CC=CC=2)(C2C=CC=CC=2)C2C=CC=CC=2)=CC=1>[Br:1][C:2]1[CH:10]=[CH:9][C:8]2[C:4](=[C:5]([CH3:12])[C:6](=[O:11])[N:7]=2)[CH:3]=1 |f:2.3.4,5.6,^1:43,45,64,83|. The solvent is C(OC)COC (dimethoxyethane), O (water). The reactants are BrC=1C=C2C(C(NC2=CC1)=O)C (5-Bromo-3-methyl-1,3-dihydro-indol-2-one), [Cl-].[NH4+] (ammonium chloride), [N+](=O)([O-])C=1C=C(C=CC1)B(O)O (3-nitrophenyl boronic acid), C([O-])([O-])=O.[K+].[K+] (potassium carbonate). Procedure: 5-Bromo-3-methyl-1,3-dihydro-indol-2-one (0.50 g, 2.22 mmol) and tetrakis(triphenylphosphine)palladium(0) (0.15 g) were stirred under an atmosphere of nitrogen in dimethoxyethane (18 cm3). After 15 min., 3-nitrophenyl boronic acid (0.74 g, 4.45 mmol) was added, followed by potassium carbonate (1.86 g, 13.5 mmol) in water (7 cm3). The reaction was heated to reflux for 8 h and then stirred at room temperature overnight. Saturated ammonium chloride was added; and the aqueous layer was extracted wit... Run at time 15 minute. The reactants are C(C)O (ethanol), C1(CCC1)N1CCC(CC1)OC1=CC=C(C=C1)N1C=C(C=C1)C(=O)OC (methyl 1-{4-[(1-cyclobutylpiperidin-4-yl)oxy]phenyl}-1H-pyrrole-3-carboxylate), [OH-].[Na+] (sodium hydroxide). The solvent is O (water). Reaction conditions: temperature 60 celsius, time 4 hour. The product is C1(CCC1)N1CCC(CC1)OC1=CC=C(C=C1)N1C=C(C=C1)C(=O)O (1-{4-[(1-cyclobutylpiperidin-4-yl)oxy]phenyl}-1H-pyrrole-3-carboxylic acid). RXN SMILES: C(O)C.[CH:4]1([N:8]2[CH2:13][CH2:12][CH:11]([O:14][C:15]3[CH:20]=[CH:19][C:18]([N:21]4[CH:25]=[CH:24][C:23]([C:26]([O:28]C)=[O:27])=[CH:22]4)=[CH:17][CH:16]=3)[CH2:10][CH2:9]2)[CH2:7][CH2:6][CH2:5]1.[OH-].[Na+]>O>[CH:4]1([N:8]2[CH2:13][CH2:12][CH:11]([O:14][C:15]3[CH:16]=[CH:17][C:18]([N:21]4[CH:25]=[CH:24][C:23]([C:26]([OH:28])=[O:27])=[CH:22]4)=[CH:19][CH:20]=3)[CH2:10][CH2:9]2)[CH2:5][CH2:6][CH2:7]1 |f:2.3|. Procedure details: To an ethanol (8 mL) solution of methyl 1-{4-[(1-cyclobutylpiperidin-4-yl)oxy]phenyl}-1H-pyrrole-3-carboxylate (1.4 g) synthesized in Example 1, 6 N aqueous sodium hydroxide solution (1.32 mL) was added and the mixture was stirred at 60° C. for 4 hours. The reaction mixture was left to cool to room temperature and, after adding water, extracted with chloroform. The aqueous layer was neutralized with hydrochloric acid and extracted with chloroform. The combined organic layer was dried over magnes... The reactants are FC1=C(C=C(C(=C1)F)F)S(=O)(=O)Cl (2,4,5-trifluorobenzenesulfonyl chloride), C(C)(C)(C)OC(NC=1N=CSC1)=O (thiazole-4-yl-carbamic acid tert-butyl ester). The product is FC1=C(C=C(C(=C1)F)F)S(=O)(=O)N(C(OC(C)(C)C)=O)C=1N=CSC1 (tert-Butyl [(2,4,5-trifluorophenyl)sulfonyl]1,3-thiazol-4-ylcarbamate). RXN SMILES: [F:1][C:2]1[CH:7]=[C:6]([F:8])[C:5]([F:9])=[CH:4][C:3]=1[S:10](Cl)(=[O:12])=[O:11].[C:14]([O:18][C:19](=[O:26])[NH:20][C:21]1[N:22]=[CH:23][S:24][CH:25]=1)([CH3:17])([CH3:16])[CH3:15]>>[F:1][C:2]1[CH:7]=[C:6]([F:8])[C:5]([F:9])=[CH:4][C:3]=1[S:10]([N:20]([C:21]1[N:22]=[CH:23][S:24][CH:25]=1)[C:19](=[O:26])[O:18][C:14]([CH3:17])([CH3:15])[CH3:16])(=[O:12])=[O:11]. Procedure details: The above titled compound was prepared from 2,4,5-trifluorobenzenesulfonyl chloride (5.0 g, 0.022 mol) and thiazole-4-yl-carbamic acid tert-butyl ester (Preparation 72, 4.3 g, 0.022 mol) using the method of Preparation 453 to afford the product as a white solid (6.84 g, 80%). Reactants: C1COCCO1, COC(=O)Cl, NC(Cc1ccccn1)C(=O)O, [Na+], [OH-]. The product is COC(=O)NC(Cc1ccccn1)C(=O)O. RXN SMILES: [CH2:18]1[O:19][CH2:20][CH2:21][O:22][CH2:23]1.[Cl:13][C:14](=[O:15])[O:16][CH3:17].[NH2:1][CH:2]([C:3](=[O:4])[OH:5])[CH2:6][c:7]1[n:8][cH:9][cH:10][cH:11][cH:12]1.[Na+:25].[OH-:24]>>[NH:1]([CH:2]([C:3](=[O:4])[OH:5])[CH2:6][c:7]1[n:8][cH:9][cH:10][cH:11][cH:12]1)[C:14](=[O:15])[O:16][CH3:17]. The reactants are O=C(CBr)OCCOc1ccccc1, CC(O)=S, CC(C)=O, [K+], [OH-], O. The product is CC(=O)SCC(=O)OCCOc1ccccc1. Reaction SMILES: [Br:7][CH2:8][C:9](=[O:10])[O:11][CH2:12][CH2:13][O:14][c:15]1[cH:16][cH:17][cH:18][cH:19][cH:20]1.[C:3]([CH3:4])(=[S:5])[OH:6].[CH3:22][C:23](=[O:24])[CH3:25].[K+:2].[OH-:1].[OH2:21]>>[C:3]([CH3:4])([S:5][CH2:8][C:9](=[O:10])[O:11][CH2:12][CH2:13][O:14][c:15]1[cH:16][cH:17][cH:18][cH:19][cH:20]1)=[O:6]. The reactants are CC(=O)[O-].[K+] (KOAc), C(=O)(O)[O-].[Na+] (NaHCO3), IC1=NC=C(C(=C1)C)N (2-iodo-4-methyl-5-pyridinamine), N(=O)OCCC(C)C (isoamyl nitrite). The solvent is CC(=O)O (HOAc), C1(=CC=CC=C1)C (toluene), CCOC(=O)C (EtOAc). The product is IC=1C=C2C(=CN1)NN=C2 (5-iodo-1H-pyrazolo[3,4-c]pyridine). The yield is 83.3%. Reaction SMILES: [I:1][C:2]1[CH:7]=[C:6]([CH3:8])[C:5]([NH2:9])=[CH:4][N:3]=1.CC([O-])=O.[K+].[N:15](OCCC(C)C)=O.C([O-])(O)=O.[Na+]>C1(C)C=CC=CC=1.CCOC(C)=O.CC(O)=O>[I:1][C:2]1[CH:7]=[C:6]2[CH:8]=[N:15][NH:9][C:5]2=[CH:4][N:3]=1 |f:1.2,4.5|. Procedure details: To a suspension of 2-iodo-4-methyl-5-pyridinamine (5 g, 21.4 mmol) in toluene (340 mL) was added HOAc (19 mL), and the mixture was stirred vigorously until it became clear. Then KOAc (15.78 g, 160.23 mmol) was added. To this white suspension, isoamyl nitrite (3.16 mL, 23.5 mmol) was added dropwise at rt, and the resulting mixture was stirred for 2 days. The reaction mixture was diluted with EtOAc and treated with NaHCO3 (sat.) to pH 10. The reaction mixture was extracted with EtOAc, washed with ... Reactants: CO, [Cl-], [K+], [K+], CC([O-])=[SH]C1c2cc(F)ccc2Cc2ccccc2C1CC(CN=[N+]=[N-])OS(C)(=O)=O, [NH4+], O=C([O-])[O-]. Yields the product [N-]=[N+]=NCC1CC2c3ccccc3Cc3ccc(F)cc3C2S1. As a reaction SMILES: [CH3:40][OH:41].[Cl-:38].[K+:32].[K+:33].[N:1](=[N+:2]=[N-:3])[CH2:4][CH:5]([CH2:6][CH:7]1[c:8]2[c:9]([cH:23][cH:24][cH:25][cH:26]2)[CH2:10][c:11]2[c:12]([cH:18][c:19]([F:22])[cH:20][cH:21]2)[CH:13]1[SH:14]=[C:29]([O-:30])[CH3:31])[O:15][S:16]([CH3:17])(=[O:27])=[O:28].[NH4+:39].[O-:34][C:35]([O-:36])=[O:37]>>[N:1](=[N+:2]=[N-:3])[CH2:4][CH:5]1[CH2:6][CH:7]2[c:8]3[c:9]([cH:23][cH:24][cH:25][cH:26]3)[CH2:10][c:11]3[c:12]([cH:18][c:19]([F:22])[cH:20][cH:21]3)[CH:13]2[S:14]1. Starting materials: CNC(=O)N (Methylurea), C(C)OC(C(C(=O)OCC)CC1=CC(=CC=C1)Cl)=O (2-(3-chlorobenzyl)malonic acid diethyl ester), O (water), C[O-].[Na+] (sodium methoxide). Run in CN(C=O)C (dimethylformamide), CN(C=O)C (dimethylformamide). Reaction conditions: temperature 130 celsius. The product is ClC=1C=C(CC2C(NC(N(C2=O)C)=O)=O)C=CC1 (5-(3-Chlorobenzyl)-1-methylpyrimidin-2,4,6-trione). RXN SMILES: [CH3:1][NH:2][C:3]([NH2:5])=[O:4].C[O-].[Na+].C(O[C:12](=[O:27])[CH:13]([CH2:19][C:20]1[CH:25]=[CH:24][CH:23]=[C:22]([Cl:26])[CH:21]=1)[C:14]([O:16]CC)=O)C.O>CN(C)C=O>[Cl:26][C:22]1[CH:21]=[C:20]([CH:25]=[CH:24][CH:23]=1)[CH2:19][CH:13]1[C:12](=[O:27])[N:2]([CH3:1])[C:3](=[O:4])[NH:5][C:14]1=[O:16] |f:1.2|. Procedure details: Methylurea (1.18 g, 16.0 mmol) and freshly prepared sodium methoxide (1.04 g, 19.2 mmol) were combined in dimethylformamide (15 mL) and a solution of 2-(3-chlorobenzyl)malonic acid diethyl ester (2.85 g, 10.0 mmol) in dimethylformamide (5 mL) was added. The reaction temperature was raised to 130° C. for 2 hours and then cooled to ambient temperature before water was added and the solution acidified with 2N HClaq. The resulting solid was filtered then washed with water and the dried to afford the...